Dataset: the Open Reaction Database (ORD), a public repository of structured organic reaction records. Task: describe an organic reaction: reactants, conditions, products, and yield Starting materials: CN(C)C1CCCCC1 (N,N-dimethylcyclohexylamine), C(C(O)C)(=O)O (lactic acid), ClC[Si](C)(C)C (chloromethyl-trimethyl silane), S(O)(O)(=O)=O (sulphuric acid), aqueous phase, ClC[Si](C)(C)C (chloromethyl-trimethylsilane). Conditions: time 12 hour. Yields the product C[Si](C)(C)COC(C(C)O)=O (2-hydroxypropionic acid (trimethylsilyl)-methylester). Yield: 85.1%. As a reaction SMILES: CN(C1CCCCC1)C.[C:10]([OH:15])(=[O:14])[CH:11]([CH3:13])[OH:12].Cl[CH2:17][Si:18]([CH3:21])([CH3:20])[CH3:19].S(=O)(=O)(O)O>>[CH3:17][Si:18]([CH2:21][O:14][C:10](=[O:15])[CH:11]([OH:12])[CH3:13])([CH3:20])[CH3:19]. Procedure: 400 g (3.15 moles) of N,N-dimethylcyclohexylamine were dropped into a mixture of 270 g (3 moles) of the S-enantiomer of the lactic acid and 736 g (6 moles) of chloromethyl-trimethyl silane within one hour, whilst stirring at room temperature without external cooling. The reaction mixture was heated to 95° C. with stirring and was kept at this temperature for 12 hours. Then the reaction mixture was cooled to room temperature and was poured into 1.2 liters of 10%-ic aqueous sulphuric acid. The org... Reactants: CC=1N=C(C=2C(N1)=NC(CC2)=O)C (2,4-dimethyl-7H-pyrido[2,3-d]pyrimidin-7-one), [H-].[Na+] (NaH), BrCC1=CC=C(C=C1)C1=C(C#N)C=CC=C1 (2-[4-(bromomethyl)phenyl]benzonitrile). Run in CN(C)C=O (DMF), CN(C)C=O (DMF). Reaction conditions: time 45 minute. Yields the product CC=1N=C(C2=C(N1)N(C(C=C2)=O)CC2=CC=C(C=C2)C2=C(C=CC=C2)C#N)C (2,4-Dimethyl-8-[[2'-cyano[1,1-biphenyl]-4-yl]methyl]-7H-pyrido[2,3-d]pyrimidin-7-one). Reaction SMILES: [H-].[Na+].[CH3:3][C:4]1[N:5]=[C:6]([CH3:15])[C:7]2[C:8](=[N:10][C:11](=[O:14])[CH2:12][CH:13]=2)[N:9]=1.Br[CH2:17][C:18]1[CH:23]=[CH:22][C:21]([C:24]2[CH:31]=[CH:30][CH:29]=[CH:28][C:25]=2[C:26]#[N:27])=[CH:20][CH:19]=1>CN(C=O)C>[CH3:3][C:4]1[N:5]=[C:6]([CH3:15])[C:7]2[CH:13]=[CH:12][C:11](=[O:14])[N:10]([CH2:17][C:18]3[CH:19]=[CH:20][C:21]([C:24]4[CH:31]=[CH:30][CH:29]=[CH:28][C:25]=4[C:26]#[N:27])=[CH:22][CH:23]=3)[C:8]=2[N:9]=1 |f:0.1|. Reported procedure: Using the same procedure as described in Step 1 of Example 8, to a stirred suspension of NaH (60% dispersion in mineral oil) in DMF add 2,4-dimethyl-7H-pyrido[2,3-d]pyrimidin-7-one, prepared according to T. Sakamoto, et al. Chem. Pharm. Bull., 1982, 30, 2410. After 45 min, add 2-[4-(bromomethyl)phenyl]benzonitrile in DMF and stir the mixture at room temperature for 18 h. Add water and extract the mixture with CH2Cl2. Concentrate the extracts and purify the crude product by flash chromatography (... Starting materials: esters, FC(C1=CC=C(CN2C3CC3C[C@@H]2C(=O)N[C@@H](C)C2=CC=C(C(=O)OC)C=C2)C=C1)(F)F (methyl 4-((1S)-1-((3R)-2-(4-(trifluoromethyl)benzyl)-2-azabicyclo[3.1.0]hexane-3-carboxamido)ethyl)benzoate), O[Li].O (LiOH H2O). Product: FC(C1=CC=C(CN2C3CC3C[C@@H]2C(=O)N[C@@H](C)C2=CC=C(C(=O)O)C=C2)C=C1)(F)F (4-((1S)-1-((3R)-2-(4-(trifluoromethyl)benzyl)-2-azabicyclo[3.1.0]hexane-3-carboxamido)ethyl)benzoic acid). Isolated yield 90.7%. Reaction SMILES: [F:1][C:2]([F:32])([F:31])[C:3]1[CH:30]=[CH:29][C:6]([CH2:7][N:8]2[C@@H:13]([C:14]([NH:16][C@H:17]([C:19]3[CH:28]=[CH:27][C:22]([C:23]([O:25]C)=[O:24])=[CH:21][CH:20]=3)[CH3:18])=[O:15])[CH2:12][CH:11]3[CH:9]2[CH2:10]3)=[CH:5][CH:4]=1.O[Li].O>>[F:31][C:2]([F:1])([F:32])[C:3]1[CH:30]=[CH:29][C:6]([CH2:7][N:8]2[C@@H:13]([C:14]([NH:16][C@H:17]([C:19]3[CH:20]=[CH:21][C:22]([C:23]([OH:25])=[O:24])=[CH:27][CH:28]=3)[CH3:18])=[O:15])[CH2:12][CH:11]3[CH:9]2[CH2:10]3)=[CH:5][CH:4]=1 |f:1.2|. Procedure: The title compound (E32) (12.3 mg) was prepared according to the general procedure for esters hydrolysis (Method C) starting from methyl 4-((1S)-1-((3R)-2-(4-(trifluoromethyl)benzyl)-2-azabicyclo[3.1.0]hexane-3-carboxamido)ethyl)benzoate (D149) (14 mg). (LiOH H2O: 4 eq; reaction time: 18 hrs) Starting materials: O=c1onc2n1C(CBr)CCCC2, CC[S-], [Na+]. Yields the product CCSCC1CCCCc2noc(=O)n21. Reaction SMILES: [Br:1][CH2:2][CH:3]1[CH2:4][CH2:5][CH2:6][CH2:7][c:8]2[n:9]1[c:10](=[O:13])[o:11][n:12]2.[CH3:14][CH2:15][S-:16].[Na+:17]>>[CH2:2]([CH:3]1[CH2:4][CH2:5][CH2:6][CH2:7][c:8]2[n:9]1[c:10](=[O:13])[o:11][n:12]2)[S:16][CH2:15][CH3:14]. Starting materials: CCO, CC(=O)Nc1cc(-n2c(=O)cc(C(F)(F)F)n(C)c2=O)c(F)cc1Cl, Cl, C1CCOC1. Yields the product Cn1c(C(F)(F)F)cc(=O)n(-c2cc(N)c(Cl)cc2F)c1=O. As a reaction SMILES: [CH3:27][CH2:28][OH:29].[Cl:1][c:2]1[c:3]([NH:4][C:5](=[O:6])[CH3:7])[cH:8][c:9](-[n:13]2[c:14](=[O:25])[n:15]([CH3:24])[c:16]([C:20]([F:21])([F:22])[F:23])[cH:17][c:18]2=[O:19])[c:10]([F:12])[cH:11]1.[ClH:26].[O:30]1[CH2:31][CH2:32][CH2:33][CH2:34]1>>[Cl:1][c:2]1[c:3]([NH2:4])[cH:8][c:9](-[n:13]2[c:14](=[O:25])[n:15]([CH3:24])[c:16]([C:20]([F:21])([F:22])[F:23])[cH:17][c:18]2=[O:19])[c:10]([F:12])[cH:11]1.